Dataset: the Open Reaction Database (ORD), a public repository of structured organic reaction records. Task: describe an organic reaction: reactants, conditions, products, and yield Reactants: COC1=CC=C(C=C1)S(=O)(=O)C(C(=O)O)(CC#CC)CC#CC (2-(4-methoxy-benzenesulfonyl)-2-but-2-ynyl-hex-4-ynoic acid), Cl.NO (hydroxylamine hydrochloride). Yields the product ONC(C(CC#CC)(CC#CC)S(=O)(=O)C1=CC=C(C=C1)OC)=O (2-(4-Methoxy-benzenesulfonyl)-2-but-2-ynyl-hex-4-ynoic acid hydroxyamide), product. Isolated yield 89.0%. As a reaction SMILES: [CH3:1][O:2][C:3]1[CH:8]=[CH:7][C:6]([S:9]([C:12]([CH2:20][C:21]#[C:22][CH3:23])([CH2:16][C:17]#[C:18][CH3:19])[C:13](O)=[O:14])(=[O:11])=[O:10])=[CH:5][CH:4]=1.Cl.[NH2:25][OH:26]>>[OH:26][NH:25][C:13](=[O:14])[C:12]([S:9]([C:6]1[CH:7]=[CH:8][C:3]([O:2][CH3:1])=[CH:4][CH:5]=1)(=[O:11])=[O:10])([CH2:20][C:21]#[C:22][CH3:23])[CH2:16][C:17]#[C:18][CH3:19] |f:1.2|. Procedure: 2-(4-Methoxy-benzenesulfonyl)-2-but-2-ynyl-hex-4-ynoic acid hydroxyamide was prepared according to the method as outlined in example 1. Starting from 2-(4-methoxy-benzenesulfonyl)-2-but-2-ynyl-hex-4-ynoic acid (0.27 g, 0.81 mmol) and hydroxylamine hydrochloride (0.70 g, 10 mmol), 0.23 g of the product was isolated. Yield 89%; white solid; mp 135-137° C.; MS: 349.9 (M+H)+1; 1H NMR (300 MHz, DMSO-d6) δ 1.67 (s, 6H), 2.70-3.10 (m, 4H), 3.88 (s, 3H), 7.15 (d, J=10.0 Hz, 2H), 7.71 (d, J=10.0 Hz, 2H),... Starting materials: C(C1=CC=CC=C1)OC(=O)[C@H]1N(CCC1)C([C@@H](C1=CC=CC=C1)NC(=O)OC)=O (1-[(R)-methoxycarbonylamino-phenyl-acetyl]-pyrrolidine-2-(S)-carboxylic acid benzyl ester). Reagents/catalysts: [Pd] (palladium on charcoal). Solvent: CO (methanol), O1CCCC1 (tetrahydrofuran). Product: COC(=O)N[C@@H](C(=O)N1[C@@H](CCC1)C(=O)O)C1=CC=CC=C1 (1-[(R)-Methoxycarbonylamino-phenyl-acetyl]-pyrrolidine-2-(S)-carboxylic acid). Isolated yield 38.8%. RXN SMILES: C([O:8][C:9]([C@@H:11]1[CH2:15][CH2:14][CH2:13][N:12]1[C:16](=[O:29])[C@H:17]([NH:24][C:25]([O:27][CH3:28])=[O:26])[C:18]1[CH:23]=[CH:22][CH:21]=[CH:20][CH:19]=1)=[O:10])C1C=CC=CC=1>CO.O1CCCC1.[Pd]>[CH3:28][O:27][C:25]([NH:24][C@H:17]([C:18]1[CH:19]=[CH:20][CH:21]=[CH:22][CH:23]=1)[C:16]([N:12]1[CH2:13][CH2:14][CH2:15][C@H:11]1[C:9]([OH:10])=[O:8])=[O:29])=[O:26]. Procedure details: 1.5 g of 1-[(R)-methoxycarbonylamino-phenyl-acetyl]-pyrrolidine-2-(S)-carboxylic acid benzyl ester were dissolved in a mixture of 15 mL of methanol and 15 mL of tetrahydrofuran and hydrogenated for 3 h at room temperature using 0.4 g palladium on charcoal (10%) as catalyst. Filtration followed by concentration in vacuo affords 0.45 g (100%) of the title compound as a white solid. (+)-APCI-MS: 307 (MH+). Starting materials: C(CCCCCC)(=O)NNC(=O)C1=CC2=CC=C(C=C2C=C1)OC(C)=O (N-heptanoyl-N'-(6-acetoxy-2-naphthoyl)hydrazine), COC=1C=CC(=CC1)P2(=S)SP(=S)(S2)C=3C=CC(=CC3)OC (Lawesson's reagent), O1CCCC1 (tetrahydrofuran), [OH-].[Na+] (sodium hydroxide). The solvent is O (water). Procedure details: In a 100 ml-round-bottomed flask, 3.00 g (8.42 mM) of N-heptanoyl-N'-(6-acetoxy-2-naphthoyl)hydrazine, 3.83 g (9.47 mM) of Lawesson's reagent and 40 ml of tetrahydrofuran were placed, followed by refluxing for 1 hour under stirring. After the reaction, the reaction mixture was cooled on an iced water bath and poured into a solution of 3.00 g of sodium hydroxide in 250 ml of iced water to precipitate a crystal. The crystal was recovered by filtration and washed with water to obtain 2.92 g of 2-he... Reaction SMILES: [C:1]([NH:9][NH:10][C:11]([C:13]1[CH:22]=[CH:21][C:20]2[C:15](=[CH:16][CH:17]=[C:18]([O:23][C:24](=[O:26])[CH3:25])[CH:19]=2)[CH:14]=1)=O)(=O)[CH2:2][CH2:3][CH2:4][CH2:5][CH2:6][CH3:7].COC1C=CC(P2(SP(C3C=CC(OC)=CC=3)(=S)S2)=[S:36])=CC=1.O1CCCC1.[OH-].[Na+]>O>[CH2:2]([C:1]1[S:36][C:11]([C:13]2[CH:22]=[CH:21][C:20]3[C:15](=[CH:16][CH:17]=[C:18]([O:23][C:24](=[O:26])[CH3:25])[CH:19]=3)[CH:14]=2)=[N:10][N:9]=1)[CH2:3][CH2:4][CH2:5][CH2:6][CH3:7] |f:3.4|. Yields the product C(CCCCC)C=1SC(=NN1)C1=CC2=CC=C(C=C2C=C1)OC(C)=O (2-hexyl-5-(6-acetoxynaphthalene-2-yl)-1,3,4-thiadiazole). The yield is 97.9%. The reactants are N1(C=NC=C1)CC(=[N+](C)[O-])C1=CC2=CC=CC=C2C=C1 (2-(1H-Imidazol-1-yl)-N-methyl-1-(2-naphthalenyl)ethanimine N-oxide), C(C=C)OC1=CC=CC=C1 (phenyl allyl ether). Solvent: C1(=CC=CC=C1)C (toluene). Yields the product N1(C=NC=C1)CC1(N(OC(C1)COC1=CC=CC=C1)C)C1=CC2=CC=CC=C2C=C1 (3-(1H-Imidazol-1-ylmethyl)-2-methyl-3-(2-naphthalenyl)-5-(phenoxymethyl)isoxazolidine). As a reaction SMILES: [N:1]1([CH2:6][C:7]([C:11]2[CH:20]=[CH:19][C:18]3[C:13](=[CH:14][CH:15]=[CH:16][CH:17]=3)[CH:12]=2)=[N+:8]([O-:10])[CH3:9])[CH:5]=[CH:4][N:3]=[CH:2]1.[CH2:21]([O:24][C:25]1[CH:30]=[CH:29][CH:28]=[CH:27][CH:26]=1)[CH:22]=[CH2:23]>C1(C)C=CC=CC=1>[N:1]1([CH2:6][C:7]2([C:11]3[CH:20]=[CH:19][C:18]4[C:13](=[CH:14][CH:15]=[CH:16][CH:17]=4)[CH:12]=3)[CH2:23][CH:22]([CH2:21][O:24][C:25]3[CH:30]=[CH:29][CH:28]=[CH:27][CH:26]=3)[O:10][N:8]2[CH3:9])[CH:5]=[CH:4][N:3]=[CH:2]1. Procedure details: A mixture of compound 2 (9.0 g, 0.034 mol) and phenyl allyl ether (6.98 ml, 0.051 mol) in 200 ml of toluene is refluxed for 48 hours, cooled and evaporated under vacuum. The semisolid that remained (7.30 g, 54%) is crystallized from ether and recrystallized from ethyl acetate to give tan crystals. Yield: 2.4 g (18%); m.p. 176°-178° C. (Found: C, 74.96; H, 6.41; N, 10.40. C25H25N3O2 requires: C, 75.16; H, 6.31; N, 10.52).